The task is: describe an organic reaction: reactants, conditions, products, and yield. This data is from the Open Reaction Database (ORD), a public repository of structured organic reaction records. Reactants: COC1=NC=CC=C1 (2-methoxypyridine), CC(=O)[O-].[Na+] (NaOAc), BrBr (bromine). The solvent is ClCCl (dichloromethane), ClCCl (dichloromethane). Conditions: time 1 hour. The product is BrC=1C=NC(=CC1)OC (3-bromo-6-methoxypyridine). Isolated yield 86.4%. Reaction SMILES: [CH3:1][O:2][C:3]1[CH:8]=[CH:7][CH:6]=[CH:5][N:4]=1.CC([O-])=O.[Na+].[Br:14]Br>ClCCl>[Br:14][C:6]1[CH:5]=[N:4][C:3]([O:2][CH3:1])=[CH:8][CH:7]=1 |f:1.2|. Reported procedure: To a suspension of 2-methoxypyridine (1-1) (3.96 kg; 36.3 mol), NaOAc (3.57 kg; 39.9 mol), and dichloromethane (22 L) was added a solution of bromine (2.06 L; 39.9 mol) in dichloromethane (2 L), maintaining the reaction temperature below 7° C. over 2-3 hours. The mixture was aged for 1 hour at 0-7° C. and stirred at room temperature overnight. The reaction mixture was filtered and rinsed with dichloromethane (about 5 L). The filtrate and washings were combined, washed with cold 2 M NaOH (22 L; p... Starting materials: Cc1cc(Br)ccc1C(=O)O, [Li]CCCC, CN(C)C=O, CCCCCC, C1CCOC1, O. Product: Cc1cc(C=O)ccc1C(=O)O. RXN SMILES: [Br:1][c:2]1[cH:3][c:4]([CH3:11])[c:5]([C:6](=[O:7])[OH:8])[cH:9][cH:10]1.[CH2:12]([Li:13])[CH2:14][CH2:15][CH3:16].[CH3:17][N:18]([CH:19]=[O:20])[CH3:21].[CH3:27][CH2:28][CH2:29][CH2:30][CH2:31][CH3:32].[O:22]1[CH2:23][CH2:24][CH2:25][CH2:26]1.[OH2:33]>>[c:2]1([CH:19]=[O:20])[cH:3][c:4]([CH3:11])[c:5]([C:6](=[O:7])[OH:8])[cH:9][cH:10]1.